Dataset: the Open Reaction Database (ORD), a public repository of structured organic reaction records. Task: describe an organic reaction: reactants, conditions, products, and yield Solvent: CN(C=O)C (dimethylformamide). Reaction SMILES: [N+:1]([C:4]1[CH:9]=[CH:8][C:7]([O-:10])=[CH:6][CH:5]=1)([O-:3])=[O:2].[Na+].Br[CH2:13][CH2:14][CH:15]=[CH2:16]>CN(C)C=O>[N+:1]([C:4]1[CH:9]=[CH:8][C:7]([O:10][CH2:16][CH2:15][CH:14]=[CH2:13])=[CH:6][CH:5]=1)([O-:3])=[O:2] |f:0.1|. Yields the product [N+](=O)([O-])C1=CC=C(OCCC=C)C=C1 (4-(4-nitrophenoxy)-1-butene). Procedure details: To a solution of sodium 4-nitrophenolate (11 grams; 56 mmole) in dimethylformamide (50 ml.) is added 4-bromo-1-butene (5 g; 37 mmole). After 2.5 hours of heating at 100° C., the reaction mixture is diluted with 400 ml. of water and extracted with light petroleum ether. The ether extracts are re-extracted with cold 5% sodium hydroxide and then washed with water and dried over magnesium sulfate. This solution is evaporated under reduced pressure and the residual oil crystallized from petroleum eth... Reactants: [N+](=O)([O-])C1=CC=C(C=C1)[O-].[Na+] (sodium 4-nitrophenolate), BrCCC=C (4-bromo-1-butene). Reaction conditions: temperature 100 celsius. Starting materials: C(=O)(O)C1=NC=C(N=C1)C (2-Carboxy-5-methylpyrazine), ClC(=O)OCC (ethyl chloroformate), N (ammonia). Solvent: O1CCOCC1 (dioxan), C(CCC)N(CCCC)CCCC (tributylamine), O1CCOCC1 (dioxan). Run at time 3 hour. Yields the product C(N)(=O)C1=NC=C(N=C1)C (2-carbamoyl-5-methylpyrazine). RXN SMILES: [C:1]([C:4]1[CH:9]=[N:8][C:7]([CH3:10])=[CH:6][N:5]=1)(O)=[O:2].ClC(OCC)=O.[NH3:17]>O1CCOCC1.C(N(CCCC)CCCC)CCC>[C:1]([C:4]1[CH:9]=[N:8][C:7]([CH3:10])=[CH:6][N:5]=1)(=[O:2])[NH2:17]. Procedure: 2-Carboxy-5-methylpyrazine (9.7 g) in dry dioxan (114 ml) and tributylamine (17.7 ml) was treated with ethyl chloroformate (7.5 ml), keeping the temperature at 0°-5° C. After ten minutes, dioxan (190 ml) saturated with ammonia was added. The mixture was stirred for 3 hours at room temperature, then dioxan was distilled off, and the residue was taken up in saturated aqueous sodium bicarbonate (20 ml). The mixture was filtered and the product washed with water to give 2-carbamoyl-5-methylpyrazine ... The reactants are c1ccc2c(c1)CCNOC2, Cc1ccccc1, O=C(Cl)Cl. Yields the product O=C(Cl)N1CCc2ccccc2CO1. As a reaction SMILES: [CH2:5]1[O:6][NH:7][CH2:8][CH2:9][c:10]2[c:11]1[cH:12][cH:13][cH:14][cH:15]2.[CH3:16][c:17]1[cH:18][cH:19][cH:20][cH:21][cH:22]1.[Cl:1][C:2]([Cl:3])=[O:4]>>[Cl:1][C:2](=[O:4])[N:7]1[O:6][CH2:5][c:11]2[c:10]([cH:15][cH:14][cH:13][cH:12]2)[CH2:9][CH2:8]1.